This data is from the Open Reaction Database (ORD), a public repository of structured organic reaction records. The task is: describe an organic reaction: reactants, conditions, products, and yield Starting materials: [N+](=O)([O-])C=1C=C(C=CC1)C1=NNC(C2=C1N=CC=C2)=O (8-(3-nitrophenyl)-pyrido[2,3-d]pyridazin-5-one), C([O-])([O-])=O.[K+].[K+] (potassium carbonate), [I-].[K+] (potassium iodide), N1=CC=C(C=C1)CCl (4-picolyl chloride). Solvent: O1CCCC1 (tetrahydrofuran). Yields the product N1=CC=C(C=C1)CN1N=C(C2=C(C1=O)C=CC=N2)C2=CC(=CC=C2)[N+](=O)[O-] (6-(4-pyridylmethyl)-8-(3-nitrophenyl)pyrido[2,3-d]pyridazin-5-one). Isolated yield 26.9%. RXN SMILES: [N+:1]([C:4]1[CH:5]=[C:6]([C:10]2[C:15]3[N:16]=[CH:17][CH:18]=[CH:19][C:14]=3[C:13](=[O:20])[NH:12][N:11]=2)[CH:7]=[CH:8][CH:9]=1)([O-:3])=[O:2].C(=O)([O-])[O-].[K+].[K+].[I-].[K+].[N:29]1[CH:34]=[CH:33][C:32]([CH2:35]Cl)=[CH:31][CH:30]=1>O1CCCC1>[N:29]1[CH:34]=[CH:33][C:32]([CH2:35][N:12]2[C:13](=[O:20])[C:14]3[CH:19]=[CH:18][CH:17]=[N:16][C:15]=3[C:10]([C:6]3[CH:7]=[CH:8][CH:9]=[C:4]([N+:1]([O-:3])=[O:2])[CH:5]=3)=[N:11]2)=[CH:31][CH:30]=1 |f:1.2.3,4.5|. Procedure details: To a solution of 8-(3-nitrophenyl)-pyrido[2,3-d]pyridazin-5-one (0.16 g, 0.6 moles) in tetrahydrofuran (50 ml) was added potassium carbonate (0.19 g, 7.1 moles), potassium iodide (1.0 g, 6.0 moles) and 4-picolyl chloride (0.98 g, 6.0 mmoles). The mixture was stirred and refluxed under an inert atmosphere for 18 hours. The solvent was removed under vacuum. The residue was partitioned in methanol/ethyl acetate (1:1), chromatographed in 100% hexane followed by 100% ethyl acetate. The remaining solv... The reactants are Cc1cc(Nc2ncnc3cccc(OC(C)CN)c23)ccc1O, O=C(O)CO. The product is Cc1cc(Nc2ncnc3cccc(OC(C)CNC(=O)CO)c23)ccc1O. As a reaction SMILES: [NH2:6][CH2:7][CH:8]([O:9][c:10]1[c:11]2[c:12]([NH:20][c:21]3[cH:22][c:23]([CH3:28])[c:24]([OH:27])[cH:25][cH:26]3)[n:13][cH:14][n:15][c:16]2[cH:17][cH:18][cH:19]1)[CH3:29].[OH:1][CH2:2][C:3]([OH:4])=[O:5]>>[OH:1][CH2:2][C:3](=[O:5])[NH:6][CH2:7][CH:8]([O:9][c:10]1[c:11]2[c:12]([NH:20][c:21]3[cH:22][c:23]([CH3:28])[c:24]([OH:27])[cH:25][cH:26]3)[n:13][cH:14][n:15][c:16]2[cH:17][cH:18][cH:19]1)[CH3:29]. Reactants: CCOC(=O)CCCCCCS(=O)c1ccc(Cl)cc1, C1CCOC1, CO, [K+], NO, [OH-]. The product is O=C(CCCCCCS(=O)c1ccc(Cl)cc1)NO. Reaction SMILES: [CH2:1]([O:3][C:4](=[O:2])[CH2:5][CH2:6][CH2:7][CH2:8][CH2:9][CH2:10][S:11](=[O:12])[c:13]1[cH:14][cH:15][c:16]([Cl:19])[cH:17][cH:18]1)[CH3:20].[CH2:27]1[O:28][CH2:29][CH2:30][CH2:31]1.[CH3:25][OH:26].[K+:24].[NH2:21][OH:22].[OH-:23]>>[O:3]=[C:4]([CH2:5][CH2:6][CH2:7][CH2:8][CH2:9][CH2:10][S:11](=[O:12])[c:13]1[cH:14][cH:15][c:16]([Cl:19])[cH:17][cH:18]1)[NH:21][OH:22]. The solvent is C(C)O (ethanol). Procedure details: A mixture of 4,4'-dihydroxybiphenyl (500 g), ethanol (7.5 l) and KOH (302 g) was heated under reflux with stirring, and (+) 2-methylbutyl bromide (prepared from (-)2-methylbutanol with phosphorus bromide)(530 g) was dropwise added for 4 hours to react them, followed by distilling off ethanol, adding water (2 l), filtering, collecting an insoluble substance, and treating this insoluble substance with toluene to remove a soluble substance. This soluble part was recrystallized from ethanol to give ... Yields the product CC(COC1=CC=C(C=C1)C1=CC=C(C=C1)O)CC (4'-(2-methylbutyloxy)-4-hydroxybiphenyl). Reactants: CC(COC1=CC=C(C=C1)C1=CC=C(C=C1)OCC(CC)C)CC (di-(2-methylbutyloxy)-biphenyl), Cl (hydrochloric acid), OC1=CC=C(C=C1)C1=CC=C(C=C1)O (4,4'-dihydroxybiphenyl), [OH-].[K+] (KOH), CC(CBr)CC ((+) 2-methylbutyl bromide). Reaction SMILES: OC1C=CC(C2C=CC(O)=CC=2)=CC=1.[OH-].[K+].CC(CC)CBr.[CH3:23][CH:24]([CH2:45][CH3:46])[CH2:25][O:26][C:27]1[CH:32]=[CH:31][C:30]([C:33]2[CH:38]=[CH:37][C:36]([O:39]CC(C)CC)=[CH:35][CH:34]=2)=[CH:29][CH:28]=1.Cl>C(O)C>[CH3:23][CH:24]([CH2:45][CH3:46])[CH2:25][O:26][C:27]1[CH:32]=[CH:31][C:30]([C:33]2[CH:38]=[CH:37][C:36]([OH:39])=[CH:35][CH:34]=2)=[CH:29][CH:28]=1 |f:1.2|.